Dataset: the Open Reaction Database (ORD), a public repository of structured organic reaction records. Task: describe an organic reaction: reactants, conditions, products, and yield Reactants: C1(=CC=CC=C1)C(C1=CC=CC=C1)NC=1SC=C(N1)C=C1C(N(C(S1)=S)CC(=O)O)=O (5-(2-diphenylmethylaminothiazol-4-ylmethylene)rhodanine-3-acetic acid), C[O-].[Na+] (sodium methoxide). Run in C(C)O (ethanol). Yields the product O.C1(=CC=CC=C1)C(C1=CC=CC=C1)NC=1SC=C(N1)C=C1C(N(C(S1)=S)CC(=O)[O-])=O.[Na+] (Sodium 5-(2-diphenylmethylaminothiazol-4-ylmethylene)rhodanine-3-acetate monohydrate). As a reaction SMILES: [C:1]1([CH:7]([NH:14][C:15]2[S:16][CH:17]=[C:18]([CH:20]=[C:21]3[S:25][C:24](=[S:26])[N:23]([CH2:27][C:28]([OH:30])=[O:29])[C:22]3=[O:31])[N:19]=2)[C:8]2[CH:13]=[CH:12][CH:11]=[CH:10][CH:9]=2)[CH:6]=[CH:5][CH:4]=[CH:3][CH:2]=1.C[O-].[Na+:34]>C(O)C>[OH2:29].[C:1]1([CH:7]([NH:14][C:15]2[S:16][CH:17]=[C:18]([CH:20]=[C:21]3[S:25][C:24](=[S:26])[N:23]([CH2:27][C:28]([O-:30])=[O:29])[C:22]3=[O:31])[N:19]=2)[C:8]2[CH:9]=[CH:10][CH:11]=[CH:12][CH:13]=2)[CH:6]=[CH:5][CH:4]=[CH:3][CH:2]=1.[Na+:34] |f:1.2,4.5.6|. Reported procedure: Following a procedure similar to that described in Example 35, the desired compound was prepared from 200 mg of 5-(2-diphenylmethylaminothiazol-4-ylmethylene)rhodanine-3-acetic acid, 24.5 mg of sodium methoxide and 6 ml of ethanol. The resulting product was a yellow powder having the following physical properties.